From a dataset of the Open Reaction Database (ORD), a public repository of structured organic reaction records. describe an organic reaction: reactants, conditions, products, and yield Reactants: Cl (hydrochloric acid), C(C)(=O)OC=1C(=C2CCC(OC2=C(C1C)C)(CC(C)C)COC1=CC=C(C=C1)CC(C(=O)OCC)Cl)C (ethyl 3-[4-(6-acetoxy-2-isobutyl-5,7,8-trimethylchroman-2-ylmethoxy)phenyl]-2-chloropropionate), NC(=S)N (thiourea), S1(=O)(=O)CCCC1 (sulfolane). Solvent: O (water), COCCO (ethylene glycol monomethyl ether). The product is OC=1C(=C2CCC(OC2=C(C1C)C)(CC(C)C)COC1=CC=C(CC2C(NC(S2)=O)=O)C=C1)C (5-[4-(6-Hydroxy-2-isobutyl-5,7,8-trimethylchroman-2-ylmethoxy)benzyl]thiazolidine-2,4-dione). As a reaction SMILES: C([O:4][C:5]1[C:6]([CH3:37])=[C:7]2[C:12](=[C:13]([CH3:16])[C:14]=1[CH3:15])[O:11][C:10]([CH2:21][O:22][C:23]1[CH:28]=[CH:27][C:26]([CH2:29][CH:30](Cl)[C:31](OCC)=[O:32])=[CH:25][CH:24]=1)([CH2:17][CH:18]([CH3:20])[CH3:19])[CH2:9][CH2:8]2)(=O)C.[NH2:38][C:39](N)=[S:40].S1(CCCC1)(=O)=[O:43].Cl>O.COCCO>[OH:4][C:5]1[C:6]([CH3:37])=[C:7]2[C:12](=[C:13]([CH3:16])[C:14]=1[CH3:15])[O:11][C:10]([CH2:21][O:22][C:23]1[CH:24]=[CH:25][C:26]([CH2:29][CH:30]3[S:40][C:39](=[O:43])[NH:38][C:31]3=[O:32])=[CH:27][CH:28]=1)([CH2:17][CH:18]([CH3:19])[CH3:20])[CH2:9][CH2:8]2. Procedure: 1.99 g of ethyl 3-[4-(6-acetoxy-2-isobutyl-5,7,8-trimethylchroman-2-ylmethoxy)phenyl]-2-chloropropionate, 0.42 g of thiourea and 2.1 g of sulfolane were reacted under a nitrogen stream at 125°-150° C. for 3.5 hours. At the end of this time, 15 ml of ethylene glycol monomethyl ether, 4 ml of water and 2 ml of concentrated hydrochloric acid were added and the mixture was reacted for a further 3.5 hours at 96°-98° C. The reaction mixture was then treated as described in Example 1(a) and the resulti...